Dataset: the Open Reaction Database (ORD), a public repository of structured organic reaction records. Task: describe an organic reaction: reactants, conditions, products, and yield The reactants are BrC1=CC=CC(=N1)C=O (6-bromopyridine-2-carbaldehyde), [BH4-].[Na+] (sodium borohydride). Solvent: CO (MeOH). Reaction conditions: time 1 hour. Yields the product BrC1=CC=CC(=N1)CO (6-Bromopyridine-2-methanol). The yield is 96.6%. As a reaction SMILES: [Br:1][C:2]1[N:7]=[C:6]([CH:8]=[O:9])[CH:5]=[CH:4][CH:3]=1.[BH4-].[Na+]>CO>[Br:1][C:2]1[N:7]=[C:6]([CH2:8][OH:9])[CH:5]=[CH:4][CH:3]=1 |f:1.2|. Procedure: A solution of 6-bromopyridine-2-carbaldehyde (10.00 g, 53.76 mmol) in MeOH (120 mL) was treated with sodium borohydride (2.04 g, 53.76 mmol), stirred for 1 h and partitioned between EtOAc and water. The organic phase was separated and the aqueous re-extracted with ethyl acetate. The combined organic extracts were dried (MgSO4) and concentrated in vacuo to give the title compound (9.76 g, 97%) as a pale-yellow liquid; LC-MS retention time 1.52 min, (M+H)+ 188 and 190.